The task is: describe an organic reaction: reactants, conditions, products, and yield. This data is from the Open Reaction Database (ORD), a public repository of structured organic reaction records. Starting materials: ClC1=C(C=NC=C1)[N+](=O)[O-] (4-Chloro-3-nitropyridine), N1CCCC1 (pyrrolidine). The solvent is O1CCOCC1 (1,4-dioxane). Reaction conditions: time 30 minute. Yields the product N1(CCCC1)C1=C(C=NC=C1)[N+](=O)[O-] (4-Pyrrolidine-1-yl-3-nitropyridine). Isolated yield 95.4%. RXN SMILES: Cl[C:2]1[CH:7]=[CH:6][N:5]=[CH:4][C:3]=1[N+:8]([O-:10])=[O:9].[NH:11]1[CH2:15][CH2:14][CH2:13][CH2:12]1>O1CCOCC1>[N:11]1([C:2]2[CH:7]=[CH:6][N:5]=[CH:4][C:3]=2[N+:8]([O-:10])=[O:9])[CH2:15][CH2:14][CH2:13][CH2:12]1. Procedure: 4-Chloro-3-nitropyridine (2.02 g, 12.7 mmol) was suspended in 15 ml of 1,4-dioxane. The suspension was cooled a little in an ice bath, and then pyrrolidine (2.1 ml, 25.3 mmol) was added dropwise thereto. The temperature of the suspension was returned to room temperature, and the suspension was stirred for 30 minutes, followed by removal of the solvent by distillation under reduced pressure. The residue was purified by silica gel column chromatography (eluent: ethyl acetate) to obtain 2.34 g of a... Reported procedure: Under nitrogen stream, sodium iodide (97.8 g) and a mixture of 1-tosyl-4-chloromethyl-5-methyl-imidazole and 3-tosyl-4-chloromethyl-5-methyl-imidazole (186 g) in tetrahydrofuran (1,000 ml) were agitated vigorously at an interior temperature of 18~23° C. for 2 hours, and after carrying out halogen exchange, the reaction solution was cooled to an interior temperature of -40~-50° C. In a separate reaction vessel, under nitrogen stream, 8,9-dihydro-10-methyl-pyrido[1,2-a]indol-6(7H)-on (100 g) was d... The solvent is O1CCCC1 (tetrahydrofuran), C(C)(=O)O (acetic acid), O1CCCC1.CCCCCC (tetrahydrofuran n-hexane), O1CCCC1 (tetrahydrofuran). As a reaction SMILES: [I-].[Na+].S([N:13]1[C:17]([CH3:18])=[C:16]([CH2:19]Cl)[N:15]=[CH:14]1)(C1C=CC(C)=CC=1)(=O)=O.S(N1C(CCl)=C(C)N=C1)(C1C=CC(C)=CC=1)(=O)=O.[CH3:39][C:40]1[C:48]2[C:43](=[CH:44][CH:45]=[CH:46][CH:47]=2)[N:42]2[C:49](=[O:53])[CH2:50][CH2:51][CH2:52][C:41]=12.[Li].S([O-])([O-])(=O)=S.[Na+].[Na+]>O1CCCC1.C(O)(=O)C.O1CCCC1.CCCCCC>[CH3:39][C:40]1[C:48]2[C:43](=[CH:44][CH:45]=[CH:46][CH:47]=2)[N:42]2[C:49](=[O:53])[CH:50]([CH2:19][C:16]3[N:15]=[CH:14][NH:13][C:17]=3[CH3:18])[CH2:51][CH2:52][C:41]=12 |f:0.1,6.7.8,11.12,^1:53|. Run at temperature 10 celsius, time 2 hour. The product is CC1=C2N(C3=CC=CC=C13)C(C(CC2)CC=2N=CNC2C)=O ((±)8,9-dihydro-10-methyl-7-[(5-methyl-1H-imidazol-4-yl)methyl]pyrido[1,2-a]indol-6(7H)-one). Reactants: CC1=C2N(C3=CC=CC=C13)C(CCC2)=O (8,9-dihydro-10-methyl-pyrido[1,2-a]indol-6(7H)-on), halogen, halogen, [I-].[Na+] (sodium iodide), S(=O)(=O)(C1=CC=C(C)C=C1)N1C=NC(=C1C)CCl (1-tosyl-4-chloromethyl-5-methyl-imidazole), S(=O)(=O)(C1=CC=C(C)C=C1)N1C=NC(=C1CCl)C (3-tosyl-4-chloromethyl-5-methyl-imidazole), [Li] (lithium), S(=S)(=O)([O-])[O-].[Na+].[Na+] (sodium thiosulfate), solution. The reactants are C([O-])([O-])=O.[K+].[K+] (potassium carbonate), BrCC1CCC(CC1)O (4-Bromomethylcyclohexanol), O1CCCC=C1 (dihydropyran), Cl (hydrochloric acid). Conditions: time 8 hour. The product is BrCC1(CCCCC1)OC1OCCCC1 (tetrahydropyranyl bromomethyl-cyclohexyl ether). As a reaction SMILES: [Br:1][CH2:2][CH:3]1[CH2:8][CH2:7][CH:6](O)[CH2:5][CH2:4]1.[O:10]1[CH:15]=[CH:14][CH2:13][CH2:12][CH2:11]1.Cl.C(=O)([O-])[O-:18].[K+].[K+]>>[Br:1][CH2:2][C:3]1([O:18][CH:15]2[CH2:14][CH2:13][CH2:12][CH2:11][O:10]2)[CH2:8][CH2:7][CH2:6][CH2:5][CH2:4]1 |f:3.4.5|. Procedure: 4-Bromomethylcyclohexanol (C-5) (3.0 g) and dihydropyran (2.6 g) were mixed together and cooled with ice. A tiny drop of 10% hydrochloric acid was added. Exothermic reaction occurred and stirred at ambient temperature overnight. The solution was neutralized with potassium carbonate and extracted with dichloromethane (50 ml). It was filtered and then dichloromethane from the filtrate was evaporated to yield the compound C-6, tetrahydropyranyl bromomethyl-cyclohexyl ether (5.0 g).